From a dataset of the Open Reaction Database (ORD), a public repository of structured organic reaction records. describe an organic reaction: reactants, conditions, products, and yield Run in C(C)(=O)O.C1CCOC1.O (acetic acid THF water). Procedure: (R)-4-[3-(tert-Butyldimethylsilyloxy)-1-oxopropyl]-3-[[(S)-1-(phenylmethyloxycarbonyl)-2-pyrrolidinyl]carbonyl]thiazolidine (215 mg) was dissolved in a mixture of acetic acid-THF-water (3:1:1, 3 ml), and the mixture was stirred at room temperature for 3 hours. The reaction mixture was poured into saturated ammonium chloride and extracted with chloroform. The organic layer was washed with water, saturated sodium hydrogencarbonate and saturated brine in order, dried over anhydrous sodium sulfate, ... Reactants: [Si](C)(C)(C(C)(C)C)OCCC(=O)[C@H]1N(CSC1)C(=O)[C@H]1N(CCC1)C(=O)OCC1=CC=CC=C1 ((R)-4-[3-(tert-Butyldimethylsilyloxy)-1-oxopropyl]-3-[[(S)-1-(phenylmethyloxycarbonyl)-2-pyrrolidinyl]carbonyl]thiazolidine), [Cl-].[NH4+] (ammonium chloride). The yield is 58.3%. Product: OCCC(=O)[C@H]1N(CSC1)C(=O)[C@H]1N(CCC1)C(=O)OCC1=CC=CC=C1 ((R)-4-(3-Hydroxy-1-oxopropyl)-3-[[(S)-1-(phenylmethyloxycarbonyl)-2-pyrrolidinyl]carbonyl]thiazolidine). As a reaction SMILES: [Si]([O:8][CH2:9][CH2:10][C:11]([C@@H:13]1[CH2:17][S:16][CH2:15][N:14]1[C:18]([C@@H:20]1[CH2:24][CH2:23][CH2:22][N:21]1[C:25]([O:27][CH2:28][C:29]1[CH:34]=[CH:33][CH:32]=[CH:31][CH:30]=1)=[O:26])=[O:19])=[O:12])(C(C)(C)C)(C)C.[Cl-].[NH4+]>C(O)(=O)C.C1COCC1.O>[OH:8][CH2:9][CH2:10][C:11]([C@@H:13]1[CH2:17][S:16][CH2:15][N:14]1[C:18]([C@@H:20]1[CH2:24][CH2:23][CH2:22][N:21]1[C:25]([O:27][CH2:28][C:29]1[CH:34]=[CH:33][CH:32]=[CH:31][CH:30]=1)=[O:26])=[O:19])=[O:12] |f:1.2,3.4.5|. Reaction conditions: time 3 hour. Starting materials: C(C1=CC=CC=C1)NC(=O)C1=C(N=C(S1)C1=NC(=CN=C1)I)C (2-(6-iodo-pyrazin-2-yl)-4-methyl-thiazole-5-carboxylic acid benzylamide), C(=O)([O-])[O-].[Na+].[Na+] (Na2CO3), FC(C1=CC=C(C=C1)/C=C/B(O)O)(F)F (trans-2-(4-trifluoromethylphenyl)vinyl boronic acid), O (water). Reagents/catalysts: C1=CC=C(C=C1)P([C-]2C=CC=C2)C3=CC=CC=C3.C1=CC=C(C=C1)P([C-]2C=CC=C2)C3=CC=CC=C3.Cl[Pd]Cl.[Fe+2] (PdCl2(dppf)). The solvent is COC (dimethyl ether). Conditions: time 2 hour. The product is C(C1=CC=CC=C1)NC(=O)C1=C(N=C(S1)C1=NC(=CN=C1)\C=C\C1=CC=C(C=C1)C(F)(F)F)C (4-methyl-2-{6-[(E)-2-(4-trifluoromethyl-phenyl)-vinyl]-pyrazin-2-yl}-thiazole-5-carboxylic acid benzylamide). The yield is 69.7%. Reaction SMILES: [CH2:1]([NH:8][C:9]([C:11]1[S:15][C:14]([C:16]2[CH:21]=[N:20][CH:19]=[C:18](I)[N:17]=2)=[N:13][C:12]=1[CH3:23])=[O:10])[C:2]1[CH:7]=[CH:6][CH:5]=[CH:4][CH:3]=1.C([O-])([O-])=O.[Na+].[Na+].[F:30][C:31]([F:44])([F:43])[C:32]1[CH:37]=[CH:36][C:35](/[CH:38]=[CH:39]/B(O)O)=[CH:34][CH:33]=1.O>COC.C1C=CC(P(C2C=CC=CC=2)[C-]2C=CC=C2)=CC=1.C1C=CC(P(C2C=CC=CC=2)[C-]2C=CC=C2)=CC=1.Cl[Pd]Cl.[Fe+2]>[CH2:1]([NH:8][C:9]([C:11]1[S:15][C:14]([C:16]2[CH:21]=[N:20][CH:19]=[C:18](/[CH:39]=[CH:38]/[C:35]3[CH:34]=[CH:33][C:32]([C:31]([F:30])([F:43])[F:44])=[CH:37][CH:36]=3)[N:17]=2)=[N:13][C:12]=1[CH3:23])=[O:10])[C:2]1[CH:7]=[CH:6][CH:5]=[CH:4][CH:3]=1 |f:1.2.3,7.8.9.10|. Procedure: To a solution of 2-(6-iodo-pyrazin-2-yl)-4-methyl-thiazole-5-carboxylic acid benzylamide (100 mg, 0.23 mmol, 1.0 equiv) in dimethyl ether (1 mL) was added Na2CO3 (49 mg, 0.46 mmol, 2.0 equiv), trans-2-(4-trifluoromethylphenyl)vinyl boronic acid (123 mg, 0.57 mmol, 2.5 equiv.), PdCl2(dppf) (17 mg, 0.02 mmol, 0.1 equiv) and water (0.1 mL) in a sealed tube. The reaction vessel was immersed in an oil bath preheated to 100° C. After stirring for 2 hr, the reaction mixture was cooled and the solvent w... The reactants are C1CCNCC1, Cc1c(C=O)[nH]c2c1C(=O)N(CCN1CCOCC1)CCC2, CCO, O=C1Cc2cc(Cl)ccc2N1. Product: Cc1c(C=C2C(=O)Nc3ccc(Cl)cc32)[nH]c2c1C(=O)N(CCN1CCOCC1)CCC2. As a reaction SMILES: [CH2:34]1[CH2:35][CH2:36][NH:37][CH2:38][CH2:39]1.[CH3:1][c:2]1[c:3]([CH:21]=[O:22])[nH:4][c:5]2[c:6]1[C:7](=[O:20])[N:8]([CH2:12][CH2:13][N:14]1[CH2:15][CH2:16][O:17][CH2:18][CH2:19]1)[CH2:9][CH2:10][CH2:11]2.[CH3:40][CH2:41][OH:42].[Cl:23][c:24]1[cH:25][c:26]2[c:30]([cH:31][cH:32]1)[NH:29][C:28](=[O:33])[CH2:27]2>>[CH3:1][c:2]1[c:3]([CH:21]=[C:27]2[c:26]3[cH:25][c:24]([Cl:23])[cH:32][cH:31][c:30]3[NH:29][C:28]2=[O:33])[nH:4][c:5]2[c:6]1[C:7](=[O:20])[N:8]([CH2:12][CH2:13][N:14]1[CH2:15][CH2:16][O:17][CH2:18][CH2:19]1)[CH2:9][CH2:10][CH2:11]2. Starting materials: BrC=1C=NC=2N(C1)N=C(C2)C(=O)O (6-bromo-pyrazolo[1,5-a]pyrimidine-2-carboxylic acid), CC1NCCC2=CC=C(C=C12)C=1C(=NNC1)C (1-Methyl-7-(3-methyl-1H-pyrazol-4-yl)-1,2,3,4-tetrahydro-isoquinoline). Yields the product BrC=1C=NC=2N(C1)N=C(C2)C(=O)N2C(C1=CC(=CC=C1CC2)C=2C(=NNC2)C)C ((6-Bromo-pyrazolo[1,5-a]pyrimidin-2-yl)-[1-methyl-7-(3-methyl-1H-pyrazol-4-yl)-3,4-dihydro-1H-isoquinolin-2-yl]-methanone). As a reaction SMILES: [Br:1][C:2]1[CH:3]=[N:4][C:5]2[N:6]([N:8]=[C:9]([C:11]([OH:13])=O)[CH:10]=2)[CH:7]=1.[CH3:14][CH:15]1[C:24]2[C:19](=[CH:20][CH:21]=[C:22]([C:25]3[C:26]([CH3:30])=[N:27][NH:28][CH:29]=3)[CH:23]=2)[CH2:18][CH2:17][NH:16]1>>[Br:1][C:2]1[CH:3]=[N:4][C:5]2[N:6]([N:8]=[C:9]([C:11]([N:16]3[CH2:17][CH2:18][C:19]4[C:24](=[CH:23][C:22]([C:25]5[C:26]([CH3:30])=[N:27][NH:28][CH:29]=5)=[CH:21][CH:20]=4)[CH:15]3[CH3:14])=[O:13])[CH:10]=2)[CH:7]=1. Reported procedure: In close analogy to the procedure described in Example 1, 6-bromo-pyrazolo[1,5-a]pyrimidine-2-carboxylic acid is reacted with 1-Methyl-7-(3-methyl-1H-pyrazol-4-yl)-1,2,3,4-tetrahydro-isoquinoline to provide the title compound in moderate yield. Starting materials: Cl, CCN1C(=O)C(C(=O)Nc2ccc(F)cc2F)c2cc(C3(C)OCCO3)ccc21, C1CCOC1, O. The product is CCN1C(=O)C(C(=O)Nc2ccc(F)cc2F)c2cc(C(C)=O)ccc21. As a reaction SMILES: [ClH:35].[F:1][c:2]1[c:3]([NH:9][C:10](=[O:11])[CH:12]2[C:13](=[O:29])[N:14]([CH2:27][CH3:28])[c:15]3[cH:16][cH:17][c:18]([C:21]4([CH3:26])[O:22][CH2:25][CH2:24][O:23]4)[cH:19][c:20]32)[cH:4][cH:5][c:6]([F:8])[cH:7]1.[O:30]1[CH2:31][CH2:32][CH2:33][CH2:34]1.[OH2:36]>>[F:1][c:2]1[c:3]([NH:9][C:10](=[O:11])[CH:12]2[C:13](=[O:29])[N:14]([CH2:27][CH3:28])[c:15]3[cH:16][cH:17][c:18]([C:21](=[O:22])[CH3:26])[cH:19][c:20]32)[cH:4][cH:5][c:6]([F:8])[cH:7]1. Reaction SMILES: [Br:1][C:2](Br)=[CH:3][C:4]1[CH:5]=[CH:6][C:7]([CH2:10][CH2:11][CH3:12])=[N:8][CH:9]=1.CC(C)([O-])C.[K+].C1(C)C=CC=CC=1>O>[Br:1][C:2]#[C:3][C:4]1[CH:5]=[CH:6][C:7]([CH2:10][CH2:11][CH3:12])=[N:8][CH:9]=1 |f:1.2|. The reactants are BrC(=CC=1C=CC(=NC1)CCC)Br (5-(2,2-dibromovinyl)-2-propylpyridine), CC(C)([O-])C.[K+] (potassium tertbutoxide), C1(=CC=CC=C1)C (toluene). Yields the product BrC#CC=1C=CC(=NC1)CCC (5-(bromoethynyl)-2-propylpyridine). Reported procedure: A mixture of 5-(2,2-dibromovinyl)-2-propylpyridine (0.8 g, 0.0026 mol), potassium tertbutoxide (1.2 g, 0.0105 mol) and toluene (14 mL) were heated at 80° C. for 4 h. After completion of reaction, the reaction mixture was cooled to RT, diluted with water (15 mL), and extracted with EtOAc (3×50 mL). The organic layer was dried over anhydrous sodium sulfate and concentrated under reduce pressure to obtain product as a yellow oil (0.55 g). Run at temperature 80 celsius. The yield is 94.4%. Solvent: O (water).